From a dataset of the Open Reaction Database (ORD), a public repository of structured organic reaction records. describe an organic reaction: reactants, conditions, products, and yield Reactants: C(C)(C)(C)C=1N=C(C2=C(N1)N(N=N2)CC)N2CC(CC2)(F)F (5-tert-Butyl-7-(3,3-difluoro-pyrrolidin-1-yl)-3-ethyl-3H-[1,2,3]triazolo[4,5-d]pyrimidine), C(C)(C)(C)C=1N=C(C2=C(N1)NN=N2)N2CC(CC2)(F)F (5-tert-butyl-7-(3,3-difluoropyrrolidin-1-yl)-3H-[1,2,3]triazolo[4,5-d]pyrimidine), Br.BrCC(=O)C1=CC=NC=C1 (2-bromo-1-(pyridin-4-yl)ethanone hydrobromide). Yields the product C(C)(C)(C)C=1N=C(C2=C(N1)N(N=N2)CC(=O)C2=CC=NC=C2)N2CC(CC2)(F)F (2-[5-tert-Butyl-7-(3,3-difluoro-pyrrolidin-1-yl)-[1,2,3]triazolo[4,5-d]pyrimidin-3-yl]-1-pyridin-4-yl-ethanone). RXN SMILES: C(C1N=C(N2CCC(F)(F)C2)C2N=NN(CC)C=2N=1)(C)(C)C.[C:23]([C:27]1[N:28]=[C:29]([N:36]2[CH2:40][CH2:39][C:38]([F:42])([F:41])[CH2:37]2)[C:30]2[N:35]=[N:34][NH:33][C:31]=2[N:32]=1)([CH3:26])([CH3:25])[CH3:24].Br.Br[CH2:45][C:46]([C:48]1[CH:53]=[CH:52][N:51]=[CH:50][CH:49]=1)=[O:47]>>[C:23]([C:27]1[N:28]=[C:29]([N:36]2[CH2:40][CH2:39][C:38]([F:41])([F:42])[CH2:37]2)[C:30]2[N:35]=[N:34][N:33]([CH2:45][C:46]([C:48]3[CH:53]=[CH:52][N:51]=[CH:50][CH:49]=3)=[O:47])[C:31]=2[N:32]=1)([CH3:26])([CH3:24])[CH3:25] |f:2.3|. Procedure: In analogy to the procedure described for the synthesis of 5-tert-butyl-7-(3,3-difluoropyrrolidin-1-yl)-3-ethyl-3H-[1,2,3]triazolo[4,5-d]pyrimidine (example 61), the title compound was prepared from 5-tert-butyl-7-(3,3-difluoropyrrolidin-1-yl)-3H-[1,2,3]triazolo[4,5-d]pyrimidine and 2-bromo-1-(pyridin-4-yl)ethanone hydrobromide and isolated as light-red solid. MS (m/e): 402.3 (MH+). The reactants are C1=CC(=CC=C1O)C (p-Cresol), ClCCO (2-chloroethanol), [OH-].[Na+] (sodium hydroxide). Product: OCCOC1=CC=C(C=C1)C (4-(2-hydroxyethoxy)toluene). Reaction SMILES: [CH:1]1[C:6]([OH:7])=[CH:5][CH:4]=[C:3]([CH3:8])[CH:2]=1.Cl[CH2:10][CH2:11][OH:12].[OH-].[Na+]>>[OH:12][CH2:11][CH2:10][O:7][C:6]1[CH:5]=[CH:4][C:3]([CH3:8])=[CH:2][CH:1]=1 |f:2.3|. Procedure: p-Cresol may be reacted with excess 2-chloroethanol in the presence of sodium hydroxide to give 4-(2-hydroxyethoxy)toluene which may be purified by conventional techniques. The reactants are CC(C)(CC(=O)NC1CCc2ccccc2NC1=O)NCC1COC(C)(C)O1, CNC(=O)NCc1ccccc1-c1ccc(CO)cc1. Yields the product CNC(=O)NCc1ccccc1-c1ccc(CN2C(=O)C(NC(=O)CC(C)(C)NCC3COC(C)(C)O3)CCc3ccccc32)cc1. As a reaction SMILES: [CH3:1][C:2]1([CH3:28])[O:3][CH2:4][CH:5]([CH2:7][NH:8][C:9]([CH2:10][C:11](=[O:12])[NH:13][CH:14]2[C:15](=[O:25])[NH:16][c:17]3[c:18]([cH:21][cH:22][cH:23][cH:24]3)[CH2:19][CH2:20]2)([CH3:26])[CH3:27])[O:6]1.[CH3:29][NH:30][C:31](=[O:32])[NH:33][CH2:34][c:35]1[c:36](-[c:41]2[cH:42][cH:43][c:44]([CH2:47][OH:48])[cH:45][cH:46]2)[cH:37][cH:38][cH:39][cH:40]1>>[CH3:1][C:2]1([CH3:28])[O:3][CH2:4][CH:5]([CH2:7][NH:8][C:9]([CH2:10][C:11](=[O:12])[NH:13][CH:14]2[C:15](=[O:25])[N:16]([CH2:47][c:44]3[cH:43][cH:42][c:41](-[c:36]4[c:35]([CH2:34][NH:33][C:31]([NH:30][CH3:29])=[O:32])[cH:40][cH:39][cH:38][cH:37]4)[cH:46][cH:45]3)[c:17]3[c:18]([cH:21][cH:22][cH:23][cH:24]3)[CH2:19][CH2:20]2)([CH3:26])[CH3:27])[O:6]1. The reactants are COC1=C(C=CC=C1)N1CCN(CC1)CCN1C(NC2=C(C1=O)SC=C2)=O (3-[2-[4-(2-methoxyphenyl)piperazin-1-yl]ethyl]thieno[3,2-d]pyrimidine-2,4-dione), C(C)(=O)OC(C)=O (acetic anhydride). Yields the product C(C)(=O)N1C(N(C(C2=C1C=CS2)=O)CCN2CCN(CC2)C2=C(C=CC=C2)OC)=O (1-Acetyl-3-[2-[4-(2-methoxyphenyl)piperazin-1-yl]ethyl]thieno[3,2-d]pyrimidine-2,4-dione). Isolated yield 57.0%. RXN SMILES: [CH3:1][O:2][C:3]1[CH:8]=[CH:7][CH:6]=[CH:5][C:4]=1[N:9]1[CH2:14][CH2:13][N:12]([CH2:15][CH2:16][N:17]2[C:22](=[O:23])[C:21]3[S:24][CH:25]=[CH:26][C:20]=3[NH:19][C:18]2=[O:27])[CH2:11][CH2:10]1.[C:28](OC(=O)C)(=[O:30])[CH3:29]>>[C:28]([N:19]1[C:20]2[CH:26]=[CH:25][S:24][C:21]=2[C:22](=[O:23])[N:17]([CH2:16][CH2:15][N:12]2[CH2:11][CH2:10][N:9]([C:4]3[CH:5]=[CH:6][CH:7]=[CH:8][C:3]=3[O:2][CH3:1])[CH2:14][CH2:13]2)[C:18]1=[O:27])(=[O:30])[CH3:29]. Procedure: A solution of 3-[2-[4-(2-methoxyphenyl)piperazin-1-yl]ethyl]thieno[3,2-d]pyrimidine-2,4-dione (2.6 g, 6.73 mmol) in acetic anhydride (30 ml) was heated to reflux for 5 hours. Acetic anhydride was removed in vacuo. The residue was dissolved in toluene, and the toluene was removed in vacuo. This process was repeated twice to remove any residual acetic anhydride. The residue was purified by flash chromatography on silica gel 60 (60 g) using 2.5% methanol in methylene chloride as eluant to give the ... Yield: 63.0%. Yields the product C(C)(C)(C)C1=CC=C(C(=N1)OC)C=CC(=O)NCC1=CC(=C(C=C1)NS(=O)(=O)C)F (3-(6-tert-Butyl-2-methoxy-pyridin-3-yl)-N-(3-fluoro-4-methane sulfonylamino-benzyl)-acrylamide). As a reaction SMILES: Cl.[F:2][C:3]1[CH:4]=[C:5]([CH:8]=[CH:9][C:10]=1[NH:11][S:12]([CH3:15])(=[O:14])=[O:13])[CH2:6][NH2:7].[C:16]([C:20]1[N:25]=[C:24]([O:26][CH3:27])[C:23]([CH:28]=[CH:29][C:30](O)=[O:31])=[CH:22][CH:21]=1)([CH3:19])([CH3:18])[CH3:17].CN1C(=O)CCC1>C1COCC1>[C:16]([C:20]1[N:25]=[C:24]([O:26][CH3:27])[C:23]([CH:28]=[CH:29][C:30]([NH:7][CH2:6][C:5]2[CH:8]=[CH:9][C:10]([NH:11][S:12]([CH3:15])(=[O:14])=[O:13])=[C:3]([F:2])[CH:4]=2)=[O:31])=[CH:22][CH:21]=1)([CH3:19])([CH3:17])[CH3:18] |f:0.1|. The reactants are Cl.FC=1C=C(CN)C=CC1NS(=O)(=O)C (3-fluoro-4-methanesulfonylaminobenzylamine hydrochloride), C(C)(C)(C)C1=CC=C(C(=N1)OC)C=CC(=O)O (3-(6-tert-butyl-2-methoxy-pyridin-3-yl)-acrylic acid), CN1CCCC1=O (NMP). Solvent: C1CCOC1 (THF). Reported procedure: 3-fluoro-4-methanesulfonylaminobenzylamine hydrochloride (17.8 mg, 0.052 mmol) was reacted with 3-(6-tert-butyl-2-methoxy-pyridin-3-yl)-acrylic acid (12 mg) DMTMM (1.1 eq, 16 mg) and NMP (1.2 eq, 90 μl) in THF to give the title compound (14 mg, 61.8%) after purification by column chromatography (Hex EtOAc=3/2). Starting materials: CC(=O)O, CC(=O)OC(C)=O, Nc1ccnc(CSCCO)n1. The product is CC(=O)OCCSCc1nccc(N)n1. RXN SMILES: [C:13]([CH3:14])(=[O:15])[OH:16].[CH3:17][C:18]([O:19][C:20](=[O:21])[CH3:22])=[O:23].[OH:1][CH2:2][CH2:3][S:4][CH2:5][c:6]1[n:7][cH:8][cH:9][c:10]([NH2:12])[n:11]1>>[O:1]([CH2:2][CH2:3][S:4][CH2:5][c:6]1[n:7][cH:8][cH:9][c:10]([NH2:12])[n:11]1)[C:13]([CH3:14])=[O:15]. As a reaction SMILES: [CH3:1][O:2][C:3]([CH:4]([CH2:5][CH:6]1[CH2:7][CH2:8][CH2:9][CH2:10][CH2:11]1)[N:12]1[C:13](=[O:28])[CH:14]=[C:15]([O:17][c:18]2[c:19]([O:26][CH3:27])[c:20]([O:24][CH3:25])[cH:21][cH:22][cH:23]2)[CH2:16]1)=[O:29].[Li+:30].[O:33]1[CH2:34][CH2:35][CH2:36][CH2:37]1.[OH-:31].[OH2:32]>>[O:2]=[C:3]([CH:4]([CH2:5][CH:6]1[CH2:7][CH2:8][CH2:9][CH2:10][CH2:11]1)[N:12]1[C:13](=[O:28])[CH:14]=[C:15]([O:17][c:18]2[c:19]([O:26][CH3:27])[c:20]([O:24][CH3:25])[cH:21][cH:22][cH:23]2)[CH2:16]1)[OH:29]. Product: COc1cccc(OC2=CC(=O)N(C(CC3CCCCC3)C(=O)O)C2)c1OC. The reactants are COC(=O)C(CC1CCCCC1)N1CC(Oc2cccc(OC)c2OC)=CC1=O, [Li+], C1CCOC1, [OH-], O. Reactants: O=C([O-])[O-], CC(C)=O, CN(C)CCCl, Cl, [K+], [K+], Nc1cc(Cl)ccc1O. Yields the product CN(C)CCOc1ccc(Cl)cc1N. As a reaction SMILES: [C:10](=[O:11])([O-:12])[O-:13].[CH3:23][C:24](=[O:25])[CH3:26].[Cl:17][CH2:18][CH2:19][N:20]([CH3:21])[CH3:22].[ClH:16].[K+:14].[K+:15].[NH2:1][c:2]1[c:3]([OH:9])[cH:4][cH:5][c:6]([Cl:8])[cH:7]1>>[NH2:1][c:2]1[c:3]([O:9][CH2:18][CH2:19][N:20]([CH3:21])[CH3:22])[cH:4][cH:5][c:6]([Cl:8])[cH:7]1. Reactants: FC1=CC(=C(N)C=C1F)[N+](=O)[O-] (4,5-difluoro-2-nitroaniline), Cl (HCl). The reagents and catalysts are [Fe] (iron). Solvent: CO (MeOH). Conditions: time 2 hour. The product is FC1=CC(=C(C=C1F)N)N (4,5-Difluoro-1,2-phenylenediamine). The yield is 76.5%. Reaction SMILES: [F:1][C:2]1[C:8]([F:9])=[CH:7][C:5]([NH2:6])=[C:4]([N+:10]([O-])=O)[CH:3]=1.Cl>CO.[Fe]>[F:1][C:2]1[C:8]([F:9])=[CH:7][C:5]([NH2:6])=[C:4]([NH2:10])[CH:3]=1. Procedure details: To a solution of 5.55 g (31.876 mmole) of 4,5-difluoro-2-nitroaniline in 50 mL of MeOH, were added 100 mL of 2N HCl and 8.90 g (159.380 mmole) of iron powder. The reaction mixture was stirred at room temperature for 2 hr and then filtered. The filtrate was neutralized with conc. NH4OH to ~pH 8. The resulting suspension was filtered again and the filter cake was washed thoroughly with MeOH. The filtrate and washings were combined, concentrated to ~100 mL, and extracted with CHCl3 (100 mL×3). The ... The reactants are [H-].[Na+] (sodium hydride), CC1(C(N2C(S1)=NC=C2)=NO)C (2,2-dimethyl-3-hydroxyimino-2,3-dihydroimidazo-[2,1-b]thiazole), CN(C(=O)Cl)C (dimethylcarbamoyl chloride). Solvent: O1CCCC1 (tetrahydrofuran). Reaction conditions: time 1 hour. Yields the product CC1(C(N2C(S1)=NC=C2)=NOC(N(C)C)=O)C (2,2-Dimethyl-2,3-dihydro-3[O-(dimethyl carbamoyl)oximino]-imidazo-[2,1-b]thiazole). Isolated yield 85.0%. Reaction SMILES: [H-].[Na+].[CH3:3][C:4]1([CH3:14])[S:8][C:7]2=[N:9][CH:10]=[CH:11][N:6]2[C:5]1=[N:12][OH:13].[CH3:15][N:16]([CH3:20])[C:17](Cl)=[O:18]>O1CCCC1>[CH3:3][C:4]1([CH3:14])[S:8][C:7]2=[N:9][CH:10]=[CH:11][N:6]2[C:5]1=[N:12][O:13][C:17](=[O:18])[N:16]([CH3:20])[CH3:15] |f:0.1|. Reported procedure: To a solution of 330 mg (13.6 mmol) of sodium hydride in 150 ml of dry tetrahydrofuran was added 2.50 g (13.6 mmol) of 2,2-dimethyl-3-hydroxyimino-2,3-dihydroimidazo-[2,1-b]thiazole. The reaction mixture was stirred at 25° for 1 hour and cooled in an ice bath before 1.54 g (14.3 mmol) of dimethylcarbamoyl chloride was added. After stirring for 12 hours at 25°, the solvent was removed in vacuo and the residue washed with hexane, dissolved in methylene chloride. The methylene chloride solution was...